Dataset: the Open Reaction Database (ORD), a public repository of structured organic reaction records. Task: describe an organic reaction: reactants, conditions, products, and yield RXN SMILES: [C:38]([O:39][BH-:40]([O:41][C:42](=[O:43])[CH3:44])[O:45][C:46](=[O:47])[CH3:48])(=[O:49])[CH3:50].[CH2:34]1[CH2:35][NH:36][CH2:37]1.[CH3:1][C:2]1([CH3:29])[S:3](=[O:27])(=[O:28])[CH2:4][CH2:5][CH:6]([c:8]2[cH:9][nH:10][c:11]3[c:12]([C:24](=[O:25])[NH2:26])[cH:13][c:14](-[c:17]4[cH:18][s:19][c:20]([CH:22]=[O:23])[cH:21]4)[cH:15][c:16]23)[CH2:7]1.[CH3:30][C:31](=[O:32])[OH:33].[CH3:52][S:53](=[O:54])[CH3:55].[Na+:51]>>[CH3:1][C:2]1([CH3:29])[S:3](=[O:27])(=[O:28])[CH2:4][CH2:5][CH:6]([c:8]2[cH:9][nH:10][c:11]3[c:12]([C:24](=[O:25])[NH2:26])[cH:13][c:14](-[c:17]4[cH:18][s:19][c:20]([CH2:22][N:36]5[CH2:35][CH2:34][CH2:37]5)[cH:21]4)[cH:15][c:16]23)[CH2:7]1. Product: CC1(C)CC(c2c[nH]c3c(C(N)=O)cc(-c4csc(CN5CCC5)c4)cc23)CCS1(=O)=O. Reactants: CC(=O)O[BH-](OC(C)=O)OC(C)=O, C1CNC1, CC1(C)CC(c2c[nH]c3c(C(N)=O)cc(-c4csc(C=O)c4)cc23)CCS1(=O)=O, CC(=O)O, CS(C)=O, [Na+]. Reactants: 530, C(C(=C)C)(=O)OCCO (β-hydroxyethyl methacrylate), C(C(=C)C)(=O)OCCN(CC)CC (diethylaminoethyl methacrylate), C(C(=C)C)(=O)OC (methyl methacrylate), C(C=C)(=O)OCC (ethyl acrylate), alkyl. Run in C(C)(=O)OCCCC (butyl acetate), C1(=CC=CC=C1)C (toluene). Yields the product C(C1=CC=CC=C1)(=O)OOC(C1=CC=CC=C1)=O (benzoyl peroxide). RXN SMILES: [C:1]([O:6]C)(=[O:5])[C:2]([CH3:4])=[CH2:3].[C:8](OCC)(=O)[CH:9]=[CH2:10].[C:15]([O:20]CCO)(=[O:19])[C:16]([CH3:18])=[CH2:17].[C:24](OCCN(CC)CC)(=O)[C:25](C)=[CH2:26]>C(OCCCC)(=O)C.C1(C)C=CC=CC=1>[C:15]([O:20][O:6][C:1](=[O:5])[C:2]1[CH:3]=[CH:8][CH:9]=[CH:10][CH:4]=1)(=[O:19])[C:16]1[CH:17]=[CH:26][CH:25]=[CH:24][CH:18]=1. Reported procedure: A monomeric mixture (950 parts) consisting of 530 parts of methyl methacrylate, 300 parts of ethyl acrylate, 100 parts of β-hydroxyethyl methacrylate and 20 parts of diethylaminoethyl methacrylate was prepared. A reactor equipped with a stirrer, a thermometer, a condenser and a nitrogen gas inlet tube was charged with 100 parts of the alkyl resin obtained in Referential Example A, 130 parts of toluene, 150 parts of butyl acetate, 400 parts of the above-prepared monomeric mixture and 2 parts of b...